From a dataset of the Open Reaction Database (ORD), a public repository of structured organic reaction records. describe an organic reaction: reactants, conditions, products, and yield Reactants: CC1=CC=C(O1)B(O)O ((5-Methyl-2-furanyl)boronic acid), C([O-])([O-])=O.[Na+].[Na+] (sodium carbonate), CC1=CC=C(O1)B(O)O ((5-methyl-2-furanyl)boronic acid), BrC1=C(C=C(C=C1)S(=O)(=O)NC1=C(C=CC(=C1)N1C[C@H](N[C@H](C1)C)C)OC)F (4-bromo-N-[5-(cis-3,5-dimethyl-1-piperazinyl)-2-(methyloxy)phenyl]-3-fluorobenzenesulfonamide), C (charcoal). Reagents/catalysts: Cl[Pd]([P](C1=CC=CC=C1)(C2=CC=CC=C2)C3=CC=CC=C3)([P](C4=CC=CC=C4)(C5=CC=CC=C5)C6=CC=CC=C6)Cl (bis(triphenylphosphine)palladium(II) chloride). Run in O (water), O (water), COCCOC (1,2-dimethoxyethane), O (water), C(C)(=O)OCC (ethyl acetate). Yields the product C[C@@H]1CN(C[C@@H](N1)C)C=1C=CC(=C(C1)NS(=O)(=O)C1=CC(=C(C=C1)C=1OC(=CC1)C)F)OC (N-[5-(cis-3,5-Dimethyl-1-piperazinyl)-2-(methyloxy)phenyl]-3-fluoro-4-(5-methyl-2-furanyl)benzenesulfonamide). RXN SMILES: Br[C:2]1[CH:7]=[CH:6][C:5]([S:8]([NH:11][C:12]2[CH:17]=[C:16]([N:18]3[CH2:23][C@H:22]([CH3:24])[NH:21][C@H:20]([CH3:25])[CH2:19]3)[CH:15]=[CH:14][C:13]=2[O:26][CH3:27])(=[O:10])=[O:9])=[CH:4][C:3]=1[F:28].C(=O)([O-])[O-].[Na+].[Na+].[CH3:35][C:36]1[O:40][C:39](B(O)O)=[CH:38][CH:37]=1.C>COCCOC.O.Cl[Pd](Cl)([P](C1C=CC=CC=1)(C1C=CC=CC=1)C1C=CC=CC=1)[P](C1C=CC=CC=1)(C1C=CC=CC=1)C1C=CC=CC=1.C(OCC)(=O)C>[CH3:25][C@H:20]1[NH:21][C@@H:22]([CH3:24])[CH2:23][N:18]([C:16]2[CH:15]=[CH:14][C:13]([O:26][CH3:27])=[C:12]([NH:11][S:8]([C:5]3[CH:6]=[CH:7][C:2]([C:39]4[O:40][C:36]([CH3:35])=[CH:37][CH:38]=4)=[C:3]([F:28])[CH:4]=3)(=[O:10])=[O:9])[CH:17]=2)[CH2:19]1 |f:1.2.3,^1:54,73|. Reported procedure: A stirred suspension of 4-bromo-N-[5-(cis-3,5-dimethyl-1-piperazinyl)-2-(methyloxy)phenyl]-3-fluorobenzenesulfonamide (3.4 g, 7.2 mmol) in 1,2-dimethoxyethane (80 ml) was treated with a solution of sodium carbonate (3.8 g, 36 mmol) in water (20 ml). (5-Methyl-2-furanyl)boronic acid (1.4 g, 10.8 mmol) and bis(triphenylphosphine)palladium(II) chloride (10 mg, 0.2 mol %) were added with some water and the mixture was stirred at reflux for 3 hours. Additional (5-methyl-2-furanyl)boronic acid (420 mg... The reactants are N(=O)[O-].[Na+] (sodium nitrite), NC=1SC=CN1 (2-aminothiazole), Cl.NC1=CC(N2N1CCC2)=O (3-amino-6,7-dihydro-1H,5H-pyrazolo[1,2-a]pyrazol-1-one hydrochloride), C(C)(=O)[O-].[Na+] (sodium acetate). Run in O (water), Cl (hydrochloric acid), O (water), C(C)O (ethanol). Run at time 10 minute. Yields the product NC1=C(C(N2N1CCC2)=O)\N=N\C=2SC=CN2 (3-amino-2-[(E)-1,3-thiazol-2-yl-diazenyl]-6,7-dihydro-1H,5H-pyrazolo[1,2-a]pyrazol-1-one). Reaction SMILES: [NH2:1][C:2]1[S:3][CH:4]=[CH:5][N:6]=1.[N:7]([O-])=O.[Na+].Cl.[NH2:12][C:13]1[N:17]2[CH2:18][CH2:19][CH2:20][N:16]2[C:15](=[O:21])[CH:14]=1.C([O-])(=O)C.[Na+]>Cl.O.C(O)C>[NH2:12][C:13]1[N:17]2[CH2:18][CH2:19][CH2:20][N:16]2[C:15](=[O:21])[C:14]=1/[N:7]=[N:1]/[C:2]1[S:3][CH:4]=[CH:5][N:6]=1 |f:1.2,3.4,5.6|. Procedure: 0.57 g of 2-aminothiazole is solubilized in 3 ml of 6N hydrochloric acid. The medium is cooled to zero degrees, and then a solution of 0.39 g of sodium nitrite in 3 ml of water is added over 3 minutes. The medium is then kept stirring for 10 minutes between 0 and 5° C. A mixture of 1 g of 3-amino-6,7-dihydro-1H,5H-pyrazolo[1,2-a]pyrazol-1-one hydrochloride, 5 ml of ethanol, 5 ml of water and 1.7 g of sodium acetate is added to the reaction medium. The reactants are C(C1=CC=CC=C1)OC(=O)N1C(C=2NC3=CC=CC=C3C2CC1)C1=CC2=C(C=C1)OCO2 (2-benzyloxycarbonyl-1-(3,4-methylenedioxyphenyl)-2,3,4,9-tetrahydro-1H-β-carboline), C(C)(=O)O (acetic acid), CC(C)([O-])C.[K+] (Potassium t-butoxide), O=O (Oxygen). Solvent: CN(C)C=O (DMF), O (water). Reaction conditions: time 16 hour. The product is C(C1=CC=CC=C1)OC(=O)N1C(C=2NC=3C=CC=CC3C(C2C1)=O)C1=CC2=C(C=C1)OCO2 (1,2,3,4-Tetrahydro-2-(benzyloxycarbonyl)-3-(3,4-methylenedioxyphenyl)-9H-pyrrolo-[3,4-b]quinolin-9-one). RXN SMILES: [CH2:1]([O:8][C:9]([N:11]1[CH2:23][CH2:22][C:21]2[C:20]3[C:15](=[CH:16][CH:17]=[CH:18][CH:19]=3)[NH:14][C:13]=2[CH:12]1[C:24]1[CH:29]=[CH:28][C:27]2[O:30][CH2:31][O:32][C:26]=2[CH:25]=1)=[O:10])[C:2]1[CH:7]=[CH:6][CH:5]=[CH:4][CH:3]=1.CC(C)([O-:36])C.[K+].O=O.C(O)(=O)C>CN(C=O)C.O>[CH2:1]([O:8][C:9]([N:11]1[CH2:23][C:22]2[C:21](=[O:36])[C:20]3[CH:19]=[CH:18][CH:17]=[CH:16][C:15]=3[NH:14][C:13]=2[CH:12]1[C:24]1[CH:29]=[CH:28][C:27]2[O:30][CH2:31][O:32][C:26]=2[CH:25]=1)=[O:10])[C:2]1[CH:3]=[CH:4][CH:5]=[CH:6][CH:7]=1 |f:1.2|. Reported procedure: 2-benzyloxycarbonyl-1-(3,4-methylenedioxyphenyl)-2,3,4,9-tetrahydro-1H-β-carboline (3.63 g, 8.51 mmol) ) (prepared as in Example 10) was dissolved in dry DMF (25 mL). Potassium t-butoxide (2.40 g, 21.4 mmol) was introduced in one portion and the suspension was stirred until a clear solution was obtained. Oxygen gas was then passed through the solution via a syringe needle for 16 h. The reaction was quenched by the addition of glacial acetic acid (1.23 mL, 21.0 mmol) and poured into water (250 mL... Starting materials: N#Cc1ccccc1-c1ccc(CBr)cc1, O=C([O-])[O-], CC#N, CCOC(C)=O, CCCc1nc(C(F)F)cc(=O)[nH]1, [K+], [K+]. The product is CCCc1nc(C(F)F)cc(=O)n1Cc1ccc(-c2ccccc2C#N)cc1. RXN SMILES: [Br:14][CH2:15][c:16]1[cH:17][cH:18][c:19](-[c:22]2[c:23]([C:28]#[N:29])[cH:24][cH:25][cH:26][cH:27]2)[cH:20][cH:21]1.[C:30](=[O:31])([O-:32])[O-:33].[CH3:36][C:37]#[N:38].[CH3:39][CH2:40][O:41][C:42](=[O:43])[CH3:44].[F:1][CH:2]([c:3]1[cH:4][c:5](=[O:12])[nH:6][c:7]([CH2:9][CH2:10][CH3:11])[n:8]1)[F:13].[K+:34].[K+:35]>>[F:1][CH:2]([c:3]1[cH:4][c:5](=[O:12])[n:6]([CH2:15][c:16]2[cH:17][cH:18][c:19](-[c:22]3[c:23]([C:28]#[N:29])[cH:24][cH:25][cH:26][cH:27]3)[cH:20][cH:21]2)[c:7]([CH2:9][CH2:10][CH3:11])[n:8]1)[F:13]. The reactants are COCCC=1C=C(SC1C)S(=O)(=O)Cl (4-(2-methoxy-ethyl)-5-methyl-thiophene-2-sulfonyl chloride), N (NH3). The solvent is C(Cl)Cl (DCM), C(Cl)Cl (DCM). Run at time 3 hour. Yields the product COCCC=1C=C(SC1C)S(=O)(=O)N (4-(2-Methoxy-ethyl)-5-methyl-thiophene-2-sulfonic acid amide). The yield is 118.0%. RXN SMILES: [CH3:1][O:2][CH2:3][CH2:4][C:5]1[CH:6]=[C:7]([S:11](Cl)(=[O:13])=[O:12])[S:8][C:9]=1[CH3:10].[NH3:15]>C(Cl)Cl>[CH3:1][O:2][CH2:3][CH2:4][C:5]1[CH:6]=[C:7]([S:11]([NH2:15])(=[O:13])=[O:12])[S:8][C:9]=1[CH3:10]. Reported procedure: To a solution of the above prepared 4-(2-methoxy-ethyl)-5-methyl-thiophene-2-sulfonyl chloride (4.59 g, 18 mmol) in DCM (18 mL) were added 25% aqueous NH3 (9 mL, ˜120 mmol) and the biphasic reaction mixture was vigorously stirred at rt for 3 h. After the addition of DCM (120 mL) the reaction mixture was washed with H2O (2×120 mL) and the aqueous layers were extracted with DCM (50 mL). The combined organic layers were dried (Na2SO4) and evaporated affording 5.0 g crude product as a yellow viscous... Reactants: NC1=NC=CC=N1 (2-aminopyrimidine), C(C)OC(CBr)OCC (bromoacetaldehyde diethyl acetal), Br (hydrobromic acid). The solvent is C(C)O (ethanol). The product is N=1C=CN2C1N=CC=C2 (imidazo[1,2-a]pyrimidine). Yield: 81.4%. As a reaction SMILES: [NH2:1][C:2]1[N:7]=[CH:6][CH:5]=[CH:4][N:3]=1.[CH2:8](OC(OCC)CBr)[CH3:9].Br>C(O)C>[N:1]1[CH:8]=[CH:9][N:3]2[CH:4]=[CH:5][CH:6]=[N:7][C:2]=12. Reported procedure: A solution of 2-aminopyrimidine (0.5 g, 5.26 mmol), bromoacetaldehyde diethyl acetal (2.07 g, 10.5 mmol) and 48% aqueous hydrobromic acid (0.5 ml) in ethanol (5 ml) was heated at reflux for 18 h. The reaction was cooled and pre-adsorbed directly onto silica gel. Purification by flash chromatography eluting with dichloromethane (containing 1% conc. ammonia) on a gradient of methanol (1-3%) gave a solid which was triturated with 5% diethyl ether in isohexane to afford imidazo[1,2-a]pyrimidine (0.5... The reactants are CC1=C(C=CC(=C1)N1CC(CC1)N1C(CCC1)C)N (2-methyl-4-(2-methyl-[1,3′]bipyrrolidinyl-1′-yl)-phenylamine), COC1=CC=C2C(=NNC2=C1)C(=O)O (6-methoxy-1H-indazole-3-carboxylic acid). Yields the product CC1=C(C=CC(=C1)N1CC(CC1)N1C(CCC1)C)NC(=O)C1=NNC2=CC(=CC=C12)OC (6-Methoxy-1H-indazole-3-carboxylic acid [2-methyl-4-(2-methyl-[1,3′]bipyrrolidinyl-1′-yl)-phenyl]-amide). RXN SMILES: [CH3:1][C:2]1[CH:7]=[C:6]([N:8]2[CH2:12][CH2:11][CH:10]([N:13]3[CH2:17][CH2:16][CH2:15][CH:14]3[CH3:18])[CH2:9]2)[CH:5]=[CH:4][C:3]=1[NH2:19].[CH3:20][O:21][C:22]1[CH:30]=[C:29]2[C:25]([C:26]([C:31](O)=[O:32])=[N:27][NH:28]2)=[CH:24][CH:23]=1>>[CH3:1][C:2]1[CH:7]=[C:6]([N:8]2[CH2:12][CH2:11][CH:10]([N:13]3[CH2:17][CH2:16][CH2:15][CH:14]3[CH3:18])[CH2:9]2)[CH:5]=[CH:4][C:3]=1[NH:19][C:31]([C:26]1[C:25]2[C:29](=[CH:30][C:22]([O:21][CH3:20])=[CH:23][CH:24]=2)[NH:28][N:27]=1)=[O:32]. Procedure: The title compound was prepared in a manner substantially the same as example 1 by coupling 2-methyl-4-(2-methyl-[1,3′]bipyrrolidinyl-1′-yl)-phenylamine with 6-methoxy-1H-indazole-3-carboxylic acid. MS: 434.3 (M+H). Reported procedure: Sodium hydride (12.5 mg of a 60% dispersion in mineral oil, 0.31 mmol) was added to a stirred suspension of 4-(5-{5-methyl-2-oxo-1-[3-(trifluoromethyl)phenyl]-2,3-dihydro-1H-imidazol-4-yl}-1H-pyrazol-1-yl)benzonitrile (Example 1) (102 mg, 0.25 mmol) in THF (5.0 mL) under a nitrogen atmosphere. This resulted in degassing and the formation of a yellow solution. Acetyl chloride (0.022 mL, 0.5 mmol) was added and the mixture was stirred for 1 h then left to stand for 16 h. Water (10 mL) was added an... As a reaction SMILES: [H-].[Na+].[CH3:3][C:4]1[N:8]([C:9]2[CH:14]=[CH:13][CH:12]=[C:11]([C:15]([F:18])([F:17])[F:16])[CH:10]=2)[C:7](=[O:19])[NH:6][C:5]=1[C:20]1[N:24]([C:25]2[CH:32]=[CH:31][C:28]([C:29]#[N:30])=[CH:27][CH:26]=2)[N:23]=[CH:22][CH:21]=1.[C:33](Cl)(=[O:35])[CH3:34].O>C1COCC1>[C:33]([N:6]1[C:5]([C:20]2[N:24]([C:25]3[CH:26]=[CH:27][C:28]([C:29]#[N:30])=[CH:31][CH:32]=3)[N:23]=[CH:22][CH:21]=2)=[C:4]([CH3:3])[N:8]([C:9]2[CH:14]=[CH:13][CH:12]=[C:11]([C:15]([F:18])([F:17])[F:16])[CH:10]=2)[C:7]1=[O:19])(=[O:35])[CH3:34] |f:0.1|. The reactants are O (Water), [H-].[Na+] (Sodium hydride), CC1=C(NC(N1C1=CC(=CC=C1)C(F)(F)F)=O)C1=CC=NN1C1=CC=C(C#N)C=C1 (4-(5-{5-methyl-2-oxo-1-[3-(trifluoromethyl)phenyl]-2,3-dihydro-1H-imidazol-4-yl}-1H-pyrazol-1-yl)benzonitrile), C(C)(=O)Cl (Acetyl chloride). The solvent is C1CCOC1 (THF). Conditions: time 1 hour. The product is C(C)(=O)N1C(N(C(=C1C1=CC=NN1C1=CC=C(C#N)C=C1)C)C1=CC(=CC=C1)C(F)(F)F)=O (4-(5-{3-Acetyl-5-methyl-2-oxo-1-[3-(trifluoromethyl)phenyl]-2,3-dihydro-1H-imidazol-4-yl}-1H-pyrazol-1-yl)benzonitrile).